From a dataset of the Open Reaction Database (ORD), a public repository of structured organic reaction records. describe an organic reaction: reactants, conditions, products, and yield Procedure: A mixture of 57.65 g (131 mmol) (3β,17Z)-(1,1,2-trimethylpropyl)(pregna-5,7,17(20)-trien-3-yloxy)dimethylsilane, 34.11 g (151 mmol) 4-[[(1,1-dimethylethyl)dimethylsilyl]oxy-4-methyl-2-pentynal, and 800 mL hexane was cooled to about -40°0 C. Then, 185 mL (185 mmol) 1M dimethylaluminum chloride in hexane was added dropwise within 30 min. After the dark brown solution was stirred at -40° C. for 30 min, 400 mL of 5% aqueous sodium phosphate dibasic (w/v) was added dropwise, and the mixture was allow... Yields the product CC(C)(C)[Si](OC(C)(C)C#CC([C@@H](C)C1=CC[C@H]2C3=CC=C4C[C@H](CC[C@]4(C)[C@H]3CC[C@]12C)O[Si](C(C(C)C)(C)C)(C)C)O)(C)C ((3β)-25-[[(1,1-dimethylethyl) dimethylsilyl]oxy]-3-[[dimethyl(1,1,2-trimethylpropyl)silyl]oxy] cholesta-5,7,16-trien-23-yn-22-ol). Reactants: [Cl-].C[Al+]C (dimethylaluminum chloride), CC(C(C)C)(C)[Si](C)(C)O[C@@H]1CC2=CC=C3[C@@H]4CC/C(=C/C)/[C@]4(CC[C@@H]3[C@]2(CC1)C)C ((3β,17Z)-(1,1,2-trimethylpropyl)(pregna-5,7,17(20)-trien-3-yloxy)dimethylsilane), 4-[, CC(C)(C)[Si](OC(C#CC=O)(C)C)(C)C ([(1,1-dimethylethyl)dimethylsilyl]oxy-4-methyl-2-pentynal), OP(=O)([O-])[O-].[Na+].[Na+] (sodium phosphate dibasic), Cl (HCl). Reaction conditions: temperature -40 celsius, time 30 minute. Reaction SMILES: [CH3:1][C:2]([Si:7]([O:10][C@H:11]1[CH2:29][CH2:28][C@@:27]2([CH3:30])[C:13](=[CH:14][CH:15]=[C:16]3[C@@H:26]2[CH2:25][CH2:24][C@@:23]2([CH3:31])[C@H:17]3[CH2:18][CH2:19]/[C:20]/2=[CH:21]/[CH3:22])[CH2:12]1)([CH3:9])[CH3:8])([CH3:6])[CH:3]([CH3:5])[CH3:4].[CH3:32][C:33]([Si:36]([CH3:46])([CH3:45])[O:37][C:38]([CH3:44])([CH3:43])[C:39]#[C:40][CH:41]=[O:42])([CH3:35])[CH3:34].[Cl-].C[Al+]C.OP([O-])([O-])=O.[Na+].[Na+].Cl>CCCCCC>[CH3:35][C:33]([Si:36]([CH3:46])([CH3:45])[O:37][C:38]([C:39]#[C:40][CH:41]([OH:42])[C@H:21]([C:20]1[C@:23]2([CH3:31])[C@H:17]([C:16]3[C@H:26]([CH2:25][CH2:24]2)[C@:27]2([CH3:30])[C:13]([CH2:12][C@@H:11]([O:10][Si:7]([CH3:8])([CH3:9])[C:2]([CH3:1])([CH3:6])[CH:3]([CH3:4])[CH3:5])[CH2:29][CH2:28]2)=[CH:14][CH:15]=3)[CH2:18][CH:19]=1)[CH3:22])([CH3:44])[CH3:43])([CH3:32])[CH3:34] |f:2.3,4.5.6|. Run in CCCCCC (hexane), CCCCCC (hexane). Yield: 70.0%. Reactants: C1=CC=CC=2C(C3=C(CCC21)C=CC=C3)=CC3=C(C=CC=C3)N (2-(10,11-dihydro-dibenzo[a,d]cyclohepten-5-ylidenemethyl)-phenylamine), C(C)(=O)Cl (acetyl chloride). RXN SMILES: [CH:1]1[C:11]2[CH2:10][CH2:9][C:8]3[CH:12]=[CH:13][CH:14]=[CH:15][C:7]=3[C:6](=[CH:16][C:17]3[CH:22]=[CH:21][CH:20]=[CH:19][C:18]=3[NH2:23])[C:5]=2[CH:4]=[CH:3][CH:2]=1.[C:24](Cl)(=[O:26])[CH3:25]>>[CH:1]1[C:11]2[CH2:10][CH2:9][C:8]3[CH:12]=[CH:13][CH:14]=[CH:15][C:7]=3[C:6](=[CH:16][C:17]3[CH:22]=[CH:21][CH:20]=[CH:19][C:18]=3[NH:23][C:24](=[O:26])[CH3:25])[C:5]=2[CH:4]=[CH:3][CH:2]=1. Product: C1=CC=CC=2C(C3=C(CCC21)C=CC=C3)=CC3=C(C=CC=C3)NC(C)=O (N-[2-(10,11-Dihydro-dibenzo[a,d]cyclohepten-5-ylidenemethyl)-phenyl]-acetamide). Procedure details: Following procedures essentially as described in Example 90, 2-(10,11-dihydro-dibenzo[a,d]cyclohepten-5-ylidenemethyl)-phenylamine and acetyl chloride give the title compound in 70% yield as a yellow solid, mp 189.7° C. 1H NMR (CDCl3) δ 2.16 (s, 3H), 3.26 (br s, 4H), 6.78 (s, 1H), 6.84-7.50 (m, 111), 7.82 (d, 1H); MS (ES) 340 (M+H) 338 (M−H). HPLC shows 94% purity.